From a dataset of the Open Reaction Database (ORD), a public repository of structured organic reaction records. describe an organic reaction: reactants, conditions, products, and yield The reactants are CCOC(C)=O, COC(=O)c1cc2c([nH]1)CC(F)(F)C2OC. Product: COC1c2cc(C(=O)O)[nH]c2CC1(F)F. Reaction SMILES: [CH3:17][CH2:18][O:19][C:20]([CH3:21])=[O:22].[F:1][C:2]1([F:16])[CH:3]([O:14][CH3:15])[c:4]2[c:5]([nH:6][c:7]([C:9](=[O:10])[O:11][CH3:12])[cH:8]2)[CH2:13]1>>[F:1][C:2]1([F:16])[CH:3]([O:14][CH3:15])[c:4]2[c:5]([nH:6][c:7]([C:9](=[O:10])[OH:11])[cH:8]2)[CH2:13]1.